From a dataset of the Open Reaction Database (ORD), a public repository of structured organic reaction records. describe an organic reaction: reactants, conditions, products, and yield Reactants: O=C([O-])[O-], COC(=O)CCNC(=O)c1ccc(O)cc1, CC#N, Cc1cc(-c2ccc(C(F)(F)F)cc2)ccc1CCl, [Cs+], [Cs+], O. The product is COC(=O)CCNC(=O)c1ccc(OCc2ccc(-c3ccc(C(F)(F)F)cc3)cc2C)cc1. As a reaction SMILES: [C:36](=[O:37])([O-:38])[O-:39].[CH3:1][O:2][C:3]([CH2:4][CH2:5][NH:6][C:7]([c:8]1[cH:9][cH:10][c:11]([OH:14])[cH:12][cH:13]1)=[O:15])=[O:16].[CH3:42][C:43]#[N:44].[Cl:17][CH2:18][c:19]1[c:20]([CH3:35])[cH:21][c:22](-[c:25]2[cH:26][cH:27][c:28]([C:31]([F:32])([F:33])[F:34])[cH:29][cH:30]2)[cH:23][cH:24]1.[Cs+:40].[Cs+:41].[OH2:45]>>[CH3:1][O:2][C:3]([CH2:4][CH2:5][NH:6][C:7]([c:8]1[cH:9][cH:10][c:11]([O:14][CH2:18][c:19]2[c:20]([CH3:35])[cH:21][c:22](-[c:25]3[cH:26][cH:27][c:28]([C:31]([F:32])([F:33])[F:34])[cH:29][cH:30]3)[cH:23][cH:24]2)[cH:12][cH:13]1)=[O:15])=[O:16]. Reactants: Br.NC=1C(=C(C=CC1)C(C)=O)O (3'-amino-2'-hydroxyacetophenone hydrobromide), COC1=CC=C(C=C1)S(=O)(=O)Cl (4-methoxybenzenesulfonyl chloride). The solvent is N1=CC=CC=C1 (pyridine), N1=CC=CC=C1 (pyridine). Conditions: time 18 hour. The product is C(C)(=O)C=1C(=C(C=CC1)NS(=O)(=O)C1=CC=C(C=C1)OC)O (N-(3-Acetyl-2-hydroxyphenyl)-4-methoxybenzenesulfonamide). Isolated yield 83.4%. RXN SMILES: Br.[NH2:2][C:3]1[C:4]([OH:12])=[C:5]([C:9](=[O:11])[CH3:10])[CH:6]=[CH:7][CH:8]=1.[CH3:13][O:14][C:15]1[CH:20]=[CH:19][C:18]([S:21](Cl)(=[O:23])=[O:22])=[CH:17][CH:16]=1>N1C=CC=CC=1>[C:9]([C:5]1[C:4]([OH:12])=[C:3]([NH:2][S:21]([C:18]2[CH:17]=[CH:16][C:15]([O:14][CH3:13])=[CH:20][CH:19]=2)(=[O:23])=[O:22])[CH:8]=[CH:7][CH:6]=1)(=[O:11])[CH3:10] |f:0.1|. Reported procedure: A solution of 3'-amino-2'-hydroxyacetophenone hydrobromide (1.282 g, 5.52 mmol) in pyridine (25 ml) was added at 0° C. with 4-methoxybenzenesulfonyl chloride (1.18 g, 5.71 mmol) dissolved in the minimum amount of pyridine and the mixture was left at room temperature for 18 h. Afterwards it was evaporated to dryness, redissolved in dichloromethane, washed with 1M HCl, dried and the solvent was evaporated off under reduced pressure, thereby obtaining 1.479 g of the title compound (81% yield).